This data is from the Open Reaction Database (ORD), a public repository of structured organic reaction records. The task is: describe an organic reaction: reactants, conditions, products, and yield Reaction SMILES: [C:1]([NH:4][C:5]([C:8]1[CH:16]=[CH:15][C:11]([C:12]([OH:14])=[O:13])=[CH:10][CH:9]=1)([CH3:7])[CH3:6])(=[O:3])[CH3:2].[H][H].[C:19](NC(C1CCC(C(O)=O)CC1)(C)C)(=O)C.Cl.CO>N.[C].[Ru].CO>[C:1]([NH:4][C:5]([CH:8]1[CH2:9][CH2:10][CH:11]([C:12]([O:14][CH3:19])=[O:13])[CH2:15][CH2:16]1)([CH3:7])[CH3:6])(=[O:3])[CH3:2] |f:3.4,6.7|. Procedure: A solution (200 ml) of 4-(1-acetamido-1-methylethyl)benzoic acid (17.9 g) and 5% ruthenium carbon (60 g) in 10% aqueous ammonia was stirred in an autoclave at initial hydrogen pressure of 70 atm and at 150°-170° C. for 3 hours. After completion of the reaction, the catalyst was filtered off and the filtrate was concentrated under reduced pressure to give a cis- and trans- mixture of 4-(1-acetamido-1-methylethyl)cyclohexanecarboxylic acid. Then, 31% hydrochloric acid-methanol (15 ml ) and methano... Run in CO (methanol), N (ammonia). Reactants: Cl.CO (hydrochloric acid methanol), C(C)(=O)NC(C)(C)C1=CC=C(C(=O)O)C=C1 (4-(1-acetamido-1-methylethyl)benzoic acid), [H][H] (hydrogen), C(C)(=O)NC(C)(C)C1CCC(CC1)C(=O)O (4-(1-acetamido-1-methylethyl)cyclohexanecarboxylic acid). Yields the product C(C)(=O)NC(C)(C)C1CCC(CC1)C(=O)OC (methyl 4-(1-acetamido-1-methylethyl)cyclohexanecarboxylate). The reagents and catalysts are [C].[Ru] (ruthenium carbon). Reactants: CC(=O)O, CC(=O)[O-], CC(=O)[O-], CC(=O)O, CC1COCCN1c1cc(C(C)(C)S(C)=O)nc(Cl)n1, ClCCl, NC(=O)C(F)(F)F, Ic1ccccc1, [Rh+2]. RXN SMILES: [C:1]([OH:2])(=[O:3])[CH3:4].[C:46]([O-:47])(=[O:48])[CH3:49].[C:51]([O-:52])(=[O:53])[CH3:54].[C:5]([OH:6])(=[O:7])[CH3:8].[Cl:16][c:17]1[n:18][c:19]([C:30]([CH3:31])([CH3:32])[S:33](=[O:34])[CH3:35])[cH:20][c:21]([N:23]2[CH:24]([CH3:29])[CH2:25][O:26][CH2:27][CH2:28]2)[n:22]1.[Cl:43][CH2:44][Cl:45].[F:36][C:37]([C:38](=[O:39])[NH2:40])([F:41])[F:42].[I:9][c:10]1[cH:11][cH:12][cH:13][cH:14][cH:15]1.[Rh+2:50]>>[Cl:16][c:17]1[n:18][c:19]([C:30]([CH3:31])([CH3:32])[S:33](=[O:34])([CH3:35])=[N:40][C:38]([C:37]([F:36])([F:41])[F:42])=[O:39])[cH:20][c:21]([N:23]2[CH:24]([CH3:29])[CH2:25][O:26][CH2:27][CH2:28]2)[n:22]1. Yields the product CC1COCCN1c1cc(C(C)(C)S(C)(=O)=NC(=O)C(F)(F)F)nc(Cl)n1. Reactants: CNC, Clc1nc2cc(-c3ccccc3)nnc2c2ccccc12. Yields the product CN(C)c1nc2cc(-c3ccccc3)nnc2c2ccccc12. RXN SMILES: [CH3:1][NH:2][CH3:3].[Cl:4][c:5]1[n:6][c:7]2[c:8]([c:9]3[cH:10][cH:11][cH:12][cH:13][c:14]13)[n:15][n:16][c:17](-[c:19]1[cH:20][cH:21][cH:22][cH:23][cH:24]1)[cH:18]2>>[CH3:1][N:2]([CH3:3])[c:5]1[n:6][c:7]2[c:8]([c:9]3[cH:10][cH:11][cH:12][cH:13][c:14]13)[n:15][n:16][c:17](-[c:19]1[cH:20][cH:21][cH:22][cH:23][cH:24]1)[cH:18]2.